Dataset: the Open Reaction Database (ORD), a public repository of structured organic reaction records. Task: describe an organic reaction: reactants, conditions, products, and yield Reactants: CN(C)C=O, Cl, [H][H], O=[N+]([O-])c1ccc(NC=C(S(=O)(=O)c2ccccc2)S(=O)(=O)c2ccccc2)nc1. The product is Nc1ccc(NC=C(S(=O)(=O)c2ccccc2)S(=O)(=O)c2ccccc2)nc1. RXN SMILES: [CH3:34][N:35]([CH3:36])[CH:37]=[O:38].[ClH:31].[H:32][H:33].[c:1]1([S:7](=[O:8])(=[O:9])[C:10](=[CH:11][NH:12][c:13]2[n:14][cH:15][c:16]([N+:19]([O-:20])=[O:21])[cH:17][cH:18]2)[S:22](=[O:23])(=[O:24])[c:25]2[cH:26][cH:27][cH:28][cH:29][cH:30]2)[cH:2][cH:3][cH:4][cH:5][cH:6]1>>[c:1]1([S:7](=[O:8])(=[O:9])[C:10](=[CH:11][NH:12][c:13]2[n:14][cH:15][c:16]([NH2:19])[cH:17][cH:18]2)[S:22](=[O:23])(=[O:24])[c:25]2[cH:26][cH:27][cH:28][cH:29][cH:30]2)[cH:2][cH:3][cH:4][cH:5][cH:6]1. Starting materials: CN1C(CCC1)C=1C=C(C=NC1)C#CC1=CC=C(C(=O)OC)C=C1 (Methyl 4-[(5-(1-methyl-2-pyrrolidinyl)-3-pyridinyl)ethynyl]benzoate), Pd(C). The solvent is CO (MeOH). Run at time 1 day. Product: CN1C(CCC1)C=1C=NC=C(C1)CCC1=CC=C(C(=O)OC)C=C1 (Methyl 4-(3-(N-methylpyrrolidin-2-yl)pyridin-5-ylethyl)benzoate). RXN SMILES: [CH3:1][N:2]1[CH2:6][CH2:5][CH2:4][CH:3]1[C:7]1[CH:8]=[C:9]([C:13]#[C:14][C:15]2[CH:24]=[CH:23][C:18]([C:19]([O:21][CH3:22])=[O:20])=[CH:17][CH:16]=2)[CH:10]=[N:11][CH:12]=1>CO>[CH3:1][N:2]1[CH2:6][CH2:5][CH2:4][CH:3]1[C:7]1[CH:12]=[N:11][CH:10]=[C:9]([CH2:13][CH2:14][C:15]2[CH:16]=[CH:17][C:18]([C:19]([O:21][CH3:22])=[O:20])=[CH:23][CH:24]=2)[CH:8]=1. Procedure: A mixture of YH19 (0.15 g, 0.468 mmol) and Pd(C) (10%, 20 mg) in MeOH (10 mL) was hydrogenated at atmospheric pressure and room temperature for one day. The catalyst was removed by filtration through Celite and the filtrate was concentrated. The residue was chromatographed [SiO2, CHCl3/MeOH (60:1)] to give 0.15 g (95%) of YH22; 1H NMR (400 MHz, CDCl3) δ 8.38 (br s, 2H), 7.91-7.80 (m, 2H), 7.40 (s, 1H), 7.16-7.14 (m, 2H), 3.85 (s, 3H), 3.23-3.16 (m, 1H), 3.05-2.87 (m, 5H), 2.30-2.22 (m, 1H), 2.18... The reactants are P(=O)(Cl)(Cl)Cl (phosphoryl chloride), C(C1=CC=CC=C1)N1C=NC(=C1)C(CC(=O)OCC)=O (ethyl 3-(1-benzyl-1H-imidazol-4-yl)-3-oxopropionate), COC=1C=C(C=CC1)O (3-methoxyphenol), S(O)(O)(=O)=O (sulphuric acid). Run at time 17 hour. Product: C(C1=CC=CC=C1)N1C=NC(=C1)C1=CC(OC2=CC(=CC=C12)OC)=O (4-(1-Benzyl-1H-imidazol-4-yl)-7-methoxychromen-2-one). As a reaction SMILES: [CH2:1]([N:8]1[CH:12]=[C:11]([C:13](=O)[CH2:14][C:15]([O:17][CH2:18][CH3:19])=[O:16])[N:10]=[CH:9]1)[C:2]1[CH:7]=[CH:6][CH:5]=[CH:4][CH:3]=1.[CH3:21][O:22][C:23]1[CH:24]=C(O)C=[CH:27][CH:28]=1.S(=O)(=O)(O)O.P(Cl)(Cl)(Cl)=O>>[CH2:1]([N:8]1[CH:12]=[C:11]([C:13]2[C:19]3[C:18](=[CH:24][C:23]([O:22][CH3:21])=[CH:28][CH:27]=3)[O:17][C:15](=[O:16])[CH:14]=2)[N:10]=[CH:9]1)[C:2]1[CH:7]=[CH:6][CH:5]=[CH:4][CH:3]=1. Procedure details: A mixture of 1 mmol of ethyl 3-(1-benzyl-1H-imidazol-4-yl)-3-oxopropionate and 1 mmol of 3-methoxyphenol [150-19-6] is admixed dropwise at 0° C. with 0.5 ml of concentrated sulphuric acid. 0.25 ml of phosphoryl chloride is added and the reaction mixture is stirred at room temperature for 17 hours. It is poured into a 1:1 mixture of ice and saturated, aqueous sodium hydrogen carbonate solution and extracted with chloroform (3×). The combined organic phases are dried over sodium sulphate and evapo... The reactants are CCN(C(C)C)C(C)C, CCCN(CC1CC1)c1cc(C(=O)O)ncn1, COC(=O)Cl, ClCCl, Nc1cccc(Cn2ccnc2)c1. The product is CCCN(CC1CC1)c1cc(C(=O)Nc2cccc(Cn3ccnc3)c2)ncn1. RXN SMILES: [CH:18]([N:19]([CH:20]([CH3:21])[CH3:22])[CH2:23][CH3:24])([CH3:25])[CH3:26].[CH:1]1([CH2:4][N:5]([c:6]2[cH:7][c:8]([C:12](=[O:13])[OH:14])[n:9][cH:10][n:11]2)[CH2:15][CH2:16][CH3:17])[CH2:2][CH2:3]1.[Cl:27][C:28]([O:29][CH3:30])=[O:31].[Cl:45][CH2:46][Cl:47].[n:32]1([CH2:37][c:38]2[cH:39][c:40]([NH2:41])[cH:42][cH:43][cH:44]2)[cH:33][n:34][cH:35][cH:36]1>>[CH:1]1([CH2:4][N:5]([c:6]2[cH:7][c:8]([C:12](=[O:14])[NH:41][c:40]3[cH:39][c:38]([CH2:37][n:32]4[cH:33][n:34][cH:35][cH:36]4)[cH:44][cH:43][cH:42]3)[n:9][cH:10][n:11]2)[CH2:15][CH2:16][CH3:17])[CH2:2][CH2:3]1. Reactants: C(C)(=O)O[C@@H](C#C)CC[C@H](COS(=O)(=O)C1=CC=C(C=C1)C)O ((3R,6R)-3-acetoxy-6-hydroxy-7-p-toluene sulfonyloxy-hept-1-yne), C(=O)([O-])[O-].[K+].[K+] (K2CO3), [NH4+].[Cl-] (NH4Cl). The solvent is CO (MeOH). Reaction conditions: time 2 hour. The product is C(#C)[C@H]1CC[C@@H](O1)CO ((2R,5R)-5-ethynyl-2-(hydroxymethyl)-tetrahydrofuran). Isolated yield 99.1%. As a reaction SMILES: C(O[C@H:5]([CH2:8][CH2:9][C@@H:10]([OH:23])[CH2:11][O:12]S(C1C=CC(C)=CC=1)(=O)=O)[C:6]#[CH:7])(=O)C.C([O-])([O-])=O.[K+].[K+].[NH4+].[Cl-]>CO>[C:6]([C@@H:5]1[O:23][C@@H:10]([CH2:11][OH:12])[CH2:9][CH2:8]1)#[CH:7] |f:1.2.3,4.5|. Reported procedure: To a solution of (3R,6R)-3-acetoxy-6-hydroxy-7-p-toluene sulfonyloxy-hept-1-yne 31 (0.6 g, 1.76 mmol) in MeOH (10 mL) at room temperature, K2CO3 (0.536 g, 3.88 mmol) was added and the mixture was stirred for 2 h. It was treated with NH4Cl solution, evaporated MeOH and the residue extracted with EtOAc (3×20 mL). Organic layer was washed with water (10 mL), brine (10 mL), dried (Na2SO4) evaporated. The residue obtained was purified by column chromatography (Si-gel, 20% EtOAc-hexane) to furnish (2R...